This data is from the Open Reaction Database (ORD), a public repository of structured organic reaction records. The task is: describe an organic reaction: reactants, conditions, products, and yield Starting materials: C(#N)CC(CC(CC(=O)N(C1=CC=CC=C1)C1=CC=CC=C1)O)O (6-cyano-3,5-dihydroxy-N,N-diphenylhexanamide), COC(C)(C)OC (2,2-dimethoxypropane), CS(=O)(=O)O (Methanesulfonic acid). The solvent is CC(=O)C (acetone). Conditions: time 2 hour. Product: C(#N)C[C@@H]1C[C@@H](OC(O1)(C)C)CC(=O)N(C1=CC=CC=C1)C1=CC=CC=C1 ((4R -cis)-6-(cyanomethyl)-2,2-dimethyl-N,N-diphenyl-1,3-dioxane-4-acetamide). RXN SMILES: [C:1]([CH2:3][CH:4]([OH:24])[CH2:5][CH:6]([OH:23])[CH2:7][C:8]([N:10]([C:17]1[CH:22]=[CH:21][CH:20]=[CH:19][CH:18]=1)[C:11]1[CH:16]=[CH:15][CH:14]=[CH:13][CH:12]=1)=[O:9])#[N:2].CO[C:27](OC)([CH3:29])[CH3:28].CS(O)(=O)=O>CC(C)=O>[C:1]([CH2:3][C@H:4]1[O:24][C:27]([CH3:29])([CH3:28])[O:23][C@@H:6]([CH2:7][C:8]([N:10]([C:17]2[CH:22]=[CH:21][CH:20]=[CH:19][CH:18]=2)[C:11]2[CH:12]=[CH:13][CH:14]=[CH:15][CH:16]=2)=[O:9])[CH2:5]1)#[N:2]. Procedure details: Crude [R-(R*,R*)]-6-cyano-3,5-dihydroxy-N,N-diphenylhexanamide, approximately 0.18 mol, is dissolved in 2,2-dimethoxypropane (160 mL, 1.5 mol) and acetone (300 mL). Methanesulfonic acid (0.5 mL) is added, and the solution is stirred for 2 hours at room temperature. The reaction is quenched by the addition of aqueous sodium bicarbonate (800 mL) and ethyl acetate (500 mL). The ethyl acetate solution is concentrated by vacuum distillation to give 62.5 g of (4R -cis)-6-(cyanomethyl)-2,2-dimethyl-N,N... The reactants are CCN(C(C)C)C(C)C, [Cl-], O=C=NCCCl, ClCCl, Cl, COC(=O)Cc1cccc(N)c1, [NH4+]. The product is COC(=O)Cc1cccc(N2CCNC2=O)c1. As a reaction SMILES: [CH:14]([N:15]([CH:16]([CH3:17])[CH3:18])[CH2:19][CH3:20])([CH3:21])[CH3:22].[Cl-:29].[Cl:23][CH2:24][CH2:25][N:26]=[C:27]=[O:28].[Cl:31][CH2:32][Cl:33].[ClH:1].[NH2:2][c:3]1[cH:4][c:5]([CH2:9][C:10](=[O:11])[O:12][CH3:13])[cH:6][cH:7][cH:8]1.[NH4+:30]>>[N:2]1([c:3]2[cH:4][c:5]([CH2:9][C:10](=[O:11])[O:12][CH3:13])[cH:6][cH:7][cH:8]2)[CH2:24][CH2:25][NH:26][C:27]1=[O:28]. The reactants are C(C)(C)(C)OC(=O)NC(=NC1=CC(=CC=C1)C1=NC=CC=C1C(=O)OC)NC(=O)OC(C)(C)C (N,N′-bis(tert-butoxycarbonyl)-N″-(3-(3-methoxycarbonylpyridin-2-yl)phenyl)guanidine), Cl (hydrogen chloride). Run in ClCCl (dichloromethane), O1CCOCC1 (1,4-dioxane). Reaction conditions: time 16 hour. The product is Cl.Cl.COC(=O)C=1C(=NC=CC1)C=1C=C(C=CC1)NC(=N)N (3-(3-methoxycarbonylpyridin-2-yl)phenyl-guanidine dihydrochloride). RXN SMILES: C(OC([NH:8][C:9]([NH:27]C(OC(C)(C)C)=O)=[N:10][C:11]1[CH:16]=[CH:15][CH:14]=[C:13]([C:17]2[C:22]([C:23]([O:25][CH3:26])=[O:24])=[CH:21][CH:20]=[CH:19][N:18]=2)[CH:12]=1)=O)(C)(C)C.[ClH:35]>ClCCl.O1CCOCC1>[ClH:35].[ClH:35].[CH3:26][O:25][C:23]([C:22]1[C:17]([C:13]2[CH:12]=[C:11]([NH:10][C:9]([NH2:27])=[NH:8])[CH:16]=[CH:15][CH:14]=2)=[N:18][CH:19]=[CH:20][CH:21]=1)=[O:24] |f:4.5.6|. Reported procedure: To a solution of N,N′-bis(tert-butoxycarbonyl)-N″-(3-(3-methoxycarbonylpyridin-2-yl)phenyl)guanidine (203 mg) in dichloromethane (2 ml) was added a solution of hydrogen chloride in 1,4-dioxane (4N, 4 ml), and the mixture was stirred at room temperature for 16 hours. The solvent was evaporated under reduced pressure. To the residue was added 5% ethanol in ethyl acetate (100 ml), and the precipitate was collected by filtration and dried under reduced pressure to give 3-(3-methoxycarbonylpyridin-2-... Reactants: FC1(CCC(CC1)(O)CNC(=O)C=1C=2C=CC(=NC2C=CC1Cl)Cl)F (2,6-dichloro-quinoline-5-carboxylic acid (4,4-difluoro-1-hydroxycyclohexylmethyl)-amide), CCN(C(C)C)C(C)C (DIPEA), FC1CC(NC1)CO (4-fluoro-2-hydroxymethyl-pyrrolidine). The product is FC1(CCC(CC1)CNC(=O)C=1C=2C=CC(=NC2C=CC1Cl)N1C(CC(C1)F)CO)F (6-Chloro-2-(4-fluoro-2-hydroxymethyl-pyrrolidin-1-yl)-quinoline-5-carboxylic acid (4,4-difluoro-cyclohexylmethyl)-amide). As a reaction SMILES: [F:1][C:2]1([F:25])[CH2:7][CH2:6][C:5]([CH2:9][NH:10][C:11]([C:13]2[C:14]3[CH:15]=[CH:16][C:17](Cl)=[N:18][C:19]=3[CH:20]=[CH:21][C:22]=2[Cl:23])=[O:12])(O)[CH2:4][CH2:3]1.CCN(C(C)C)C(C)C.[F:35][CH:36]1[CH2:40][NH:39][CH:38]([CH2:41][OH:42])[CH2:37]1>>[F:1][C:2]1([F:25])[CH2:7][CH2:6][CH:5]([CH2:9][NH:10][C:11]([C:13]2[C:14]3[CH:15]=[CH:16][C:17]([N:39]4[CH2:40][CH:36]([F:35])[CH2:37][CH:38]4[CH2:41][OH:42])=[N:18][C:19]=3[CH:20]=[CH:21][C:22]=2[Cl:23])=[O:12])[CH2:4][CH2:3]1. Procedure details: The title compound was synthesized according to the procedure described in example 1 using 2,6-dichloro-quinoline-5-carboxylic acid (4,4-difluoro-1-hydroxycyclohexylmethyl)-amide, DIPEA and 4-fluoro-2-hydroxymethyl-pyrrolidine. 1H NMR (400 MHz, DMSO-d6) δ ppm 7.75 (1H), 7.48 (2H), 6.69 (1H), 5.33-5.52 (1H), 4.31 (m, 1H), 3.89 (m, 1H), 3.70 (m, 3H), 3.55 (m, 1H), 3.26 (m, 2H), 2.44 (m, 2H), 2.06 (m, 2H), 1.85 (m, 2H), 1.74-1.76 (m, 5H), 1.27-1.32 (m, 2H). m/z: 456 [M+H] RXN SMILES: [CH2:1]([O:3][C:4]([C:6]1[C:12]2[NH:13][C:14]3[CH:15]=[CH:16][CH:17]=[CH:18][C:19]=3[C:11]=2[CH2:10][CH2:9][NH:8][CH:7]=1)=[O:5])[CH3:2].[CH3:20][C:21]1[CH:26]=[CH:25][C:24]([S:27](Cl)(=[O:29])=[O:28])=[CH:23][C:22]=1[N+:31]([O-:33])=[O:32]>>[CH2:1]([O:3][C:4]([C:6]1[C:12]2[NH:13][C:14]3[CH:15]=[CH:16][CH:17]=[CH:18][C:19]=3[C:11]=2[CH2:10][CH2:9][N:8]([S:27]([C:24]2[CH:25]=[CH:26][C:21]([CH3:20])=[C:22]([N+:31]([O-:33])=[O:32])[CH:23]=2)(=[O:28])=[O:29])[CH:7]=1)=[O:5])[CH3:2]. Reactants: C(C)OC(=O)C1=CNCCC2=C1NC=1C=CC=CC21 (ethyl-1,2,3,6-tetrahydroazepino[4,5-b]indole-5-carboxylate), CC1=C(C=C(C=C1)S(=O)(=O)Cl)[N+](=O)[O-] (4-methyl-3-nitrobenzenesulfonyl chloride). The product is C(C)OC(=O)C1=CN(CCC2=C1NC=1C=CC=CC21)S(=O)(=O)C2=CC(=C(C=C2)C)[N+](=O)[O-] (3-(4-Methyl-3-Nitrobenzenesulfonyl)-1,2,3,6-Tetrahydroazepino[4,5-b]Indole-5-Carboxylic Acid Ethyl Ester). Reported procedure: The title compound was prepared in a manner similar to that described in Example 70 by using ethyl-1,2,3,6-tetrahydroazepino[4,5-b]indole-5-carboxylate and 4-methyl-3-nitrobenzenesulfonyl chloride (˜3.4 mg); MS (ES): 456 (MH+). Reaction SMILES: Cl[C:2]1[N:3]=[N:4][CH:5]=[C:6]([C:9]2[CH:14]=[CH:13][C:12]([Cl:15])=[CH:11][CH:10]=2)[C:7]=1[Cl:8].O.[NH2:17][NH2:18]>C(O)C(C)C>[Cl:8][C:7]1[C:6]([C:9]2[CH:14]=[CH:13][C:12]([Cl:15])=[CH:11][CH:10]=2)=[CH:5][N:4]=[N:3][C:2]=1[NH:17][NH2:18] |f:1.2|. Run at time 24 hour. The product is ClC1=C(N=NC=C1C1=CC=C(C=C1)Cl)NN (1-[4-chloro-5-(4-chloro-phenyl)-pyridazin-3-yl]-hydrazine). Procedure: 3,4-Dichloro-5-(4-chlorophenyl)-pyridazine (6.0 g, 23.1 mmol) was suspended in isobutanol (150 mL) at 0° C. and hydrazine monohydrate (11.1 g) was added dropwise over 10 min. The reaction mixture was slowly warmed up to RT and stirred for 24 h. The mixture was cooled in an ice/water bath for 15 min and filtered. The white solid thus obtained was washed with cold isopropanol and dried to give the title compound, 1-[4-chloro-5-(4-chloro-phenyl)-pyridazin-3-yl]-hydrazine, (5.0 g) as a white solid. ... Starting materials: ClC=1N=NC=C(C1Cl)C1=CC=C(C=C1)Cl (3,4-Dichloro-5-(4-chlorophenyl)-pyridazine), O.NN (hydrazine monohydrate). The solvent is C(C(C)C)O (isobutanol). The yield is 84.8%.